This data is from the Open Reaction Database (ORD), a public repository of structured organic reaction records. The task is: describe an organic reaction: reactants, conditions, products, and yield Starting materials: ClC=1C=NC(NC1)=O (5-chloropyrimidin-2-one), ClCC(=O)C1=CC=C(C=C1)F (2-chloro-4'-fluoroacetophenone). The solvent is C(C)N(CC)CC (triethylamine), C(C)O (ethanol). Yields the product ClC=1C=NC(N(C1)CC(=O)C1=CC=C(C=C1)F)=O (5-Chloro-1-(4-fluorophenacyl)pyrimidin-2-one). Yield: 7.6%. RXN SMILES: [Cl:1][C:2]1[CH:3]=[N:4][C:5](=[O:8])[NH:6][CH:7]=1.Cl[CH2:10][C:11]([C:13]1[CH:18]=[CH:17][C:16]([F:19])=[CH:15][CH:14]=1)=[O:12]>C(N(CC)CC)C.C(O)C>[Cl:1][C:2]1[CH:3]=[N:4][C:5](=[O:8])[N:6]([CH2:10][C:11]([C:13]2[CH:18]=[CH:17][C:16]([F:19])=[CH:15][CH:14]=2)=[O:12])[CH:7]=1. Procedure: A solution of 5-chloropyrimidin-2-one (1.309 g) and 2-chloro-4'-fluoroacetophenone (1.726 g) in triethylamine (2 ml) and ethanol (50 ml) was stirred and heated at reflux for 11/2 hours. After evaporation of solvents, the residue was triturated with water (100 ml). The resulting collected solid was crystallised from ethanol then acetone, but still required purification, by preparative thin-layer chromatography on silica developed in chloroform-ethanol (25:1 v/v), before crystallisation from propa...